From a dataset of the Open Reaction Database (ORD), a public repository of structured organic reaction records. describe an organic reaction: reactants, conditions, products, and yield Starting materials: CN(C(=O)C(F)(F)F)[Si](C)(C)C(C)(C)C, COCN1c2cc(C(O)c3cccc(Br)n3)ccc2Sc2nccnc21, CC#N. Yields the product COCN1c2cc(C(O[Si](C)(C)C(C)(C)C)c3cccc(Br)n3)ccc2Sc2nccnc21. Reaction SMILES: [C:27]([CH3:28])([CH3:29])([CH3:30])[Si:31]([N:32]([CH3:33])[C:34](=[O:35])[C:36]([F:37])([F:38])[F:39])([CH3:40])[CH3:41].[CH3:1][O:2][CH2:3][N:4]1[c:5]2[c:6]([n:23][cH:24][cH:25][n:26]2)[S:7][c:8]2[c:9]1[cH:10][c:11]([CH:14]([OH:15])[c:16]1[n:17][c:18]([Br:22])[cH:19][cH:20][cH:21]1)[cH:12][cH:13]2.[CH3:42][C:43]#[N:44]>>[CH3:1][O:2][CH2:3][N:4]1[c:5]2[c:6]([n:23][cH:24][cH:25][n:26]2)[S:7][c:8]2[c:9]1[cH:10][c:11]([CH:14]([O:15][Si:31]([C:27]([CH3:28])([CH3:29])[CH3:30])([CH3:40])[CH3:41])[c:16]1[n:17][c:18]([Br:22])[cH:19][cH:20][cH:21]1)[cH:12][cH:13]2. Reactants: FC(F)(F)c1cc(Br)ccc1OCc1ccccc1, O=C([O-])[O-], CCOc1ccc(O)cc1, [Cl-], Cl, [Cu], [K+], [K+]. Product: CCOc1ccc(Oc2ccc(OCc3ccccc3)c(C(F)(F)F)c2)cc1. RXN SMILES: [Br:1][c:2]1[cH:3][c:4]([C:16]([F:17])([F:18])[F:19])[c:5]([O:8][CH2:9][c:10]2[cH:11][cH:12][cH:13][cH:14][cH:15]2)[cH:6][cH:7]1.[C:30](=[O:31])([O-:32])[O-:33].[CH2:20]([CH3:21])[O:22][c:23]1[cH:24][cH:25][c:26]([OH:29])[cH:27][cH:28]1.[Cl-:36].[ClH:37].[Cu:38].[K+:34].[K+:35]>>[c:2]1([O:29][c:26]2[cH:25][cH:24][c:23]([O:22][CH2:20][CH3:21])[cH:28][cH:27]2)[cH:3][c:4]([C:16]([F:17])([F:18])[F:19])[c:5]([O:8][CH2:9][c:10]2[cH:11][cH:12][cH:13][cH:14][cH:15]2)[cH:6][cH:7]1.